From a dataset of the Open Reaction Database (ORD), a public repository of structured organic reaction records. describe an organic reaction: reactants, conditions, products, and yield RXN SMILES: Cl[CH2:2][C:3]1[CH:17]=[CH:16][CH:15]=[CH:14][C:4]=1[CH:5]([C:8]1[S:12][CH2:11][N:10]([CH3:13])[CH:9]=1)[O:6][CH3:7].CN(C)C=O.C(=O)([O-])[O-].[K+].[K+].[Cl:29][C:30]1[CH:35]=[CH:34][C:33]([Cl:36])=[CH:32][C:31]=1[OH:37]>CCOCC>[Cl:29][C:30]1[CH:35]=[CH:34][C:33]([Cl:36])=[CH:32][C:31]=1[O:37][CH2:2][C:3]1[CH:17]=[CH:16][CH:15]=[CH:14][C:4]=1[CH:5]([C:8]1[S:12][CH2:11][N:10]([CH3:13])[CH:9]=1)[O:6][CH3:7] |f:2.3.4|. Run at temperature 80 celsius, time 3 hour. Procedure: To 0.25 g (1 mmol) of 5-(2-chloromethyl-α-methoxybenzyl)-3-methylthiazole, 2 ml of N,N-dimethylformamide, 0.28 g (2 mmol) of potassium carbonate and 0.33 g (2 mmol) of 2,5-dichlorophenol were added and stirred at 80° C. for 3 hours. After completion of the reaction, 100 ml of ether was added and washed twice with 80 ml of brine. The ether layer was dried over anhydrous magnesium and concentrated under reduced pressure. The residue was purified by column chromatography on silica gel (ethyl acetat... Solvent: CCOCC (ether). Product: ClC1=C(OCC2=C(C(OC)C3=CN(CS3)C)C=CC=C2)C=C(C=C1)Cl (5-[2-(2,5-dichlorophenoxymethyl)-α-methoxybenzyl]-3-methylthiazole). Isolated yield 70.6%. Reactants: ClCC1=C(C(OC)C2=CN(CS2)C)C=CC=C1 (5-(2-chloromethyl-α-methoxybenzyl)-3-methylthiazole), CN(C=O)C (N,N-dimethylformamide), C([O-])([O-])=O.[K+].[K+] (potassium carbonate), ClC1=C(C=C(C=C1)Cl)O (2,5-dichlorophenol). Reactants: CO, COC(=O)C(Cc1ccc(OC)c(C(=O)NCc2ccc(C(F)(F)F)cc2)c1)S(C)(=O)=O, [Na+], [OH-], O. Yields the product COc1ccc(CC(C(=O)O)S(C)(=O)=O)cc1C(=O)NCc1ccc(C(F)(F)F)cc1. RXN SMILES: [CH3:1][OH:2].[CH3:3][O:4][c:5]1[c:6]([C:21]([NH:22][CH2:23][c:24]2[cH:25][cH:26][c:27]([C:30]([F:31])([F:32])[F:33])[cH:28][cH:29]2)=[O:34])[cH:7][c:8]([CH2:11][CH:12]([C:13](=[O:14])[O:15][CH3:16])[S:17](=[O:18])(=[O:19])[CH3:20])[cH:9][cH:10]1.[Na+:36].[OH-:35].[OH2:37]>>[CH3:3][O:4][c:5]1[c:6]([C:21]([NH:22][CH2:23][c:24]2[cH:25][cH:26][c:27]([C:30]([F:31])([F:32])[F:33])[cH:28][cH:29]2)=[O:34])[cH:7][c:8]([CH2:11][CH:12]([C:13](=[O:14])[OH:15])[S:17](=[O:18])(=[O:19])[CH3:20])[cH:9][cH:10]1. The reactants are Cl.C(C1=CC=CC=C1)(=N)NCC(=O)O (benzimidoylaminoacetic acid hydrochloride), P(Cl)(Cl)(Cl)(Cl)Cl (phosphorous pentachloride). The solvent is C(Cl)Cl (methylene chloride). Run at time 8 hour. Product: Cl.C(C1=CC=CC=C1)(=N)NCC(=O)Cl (Benzimidoylaminoacetyl Chloride Hydrochloride). The yield is 99.0%. As a reaction SMILES: [ClH:1].[C:2]([NH:10][CH2:11][C:12]([OH:14])=O)(=[NH:9])[C:3]1[CH:8]=[CH:7][CH:6]=[CH:5][CH:4]=1.P(Cl)(Cl)(Cl)(Cl)[Cl:16]>C(Cl)Cl>[ClH:16].[C:2]([NH:10][CH2:11][C:12]([Cl:1])=[O:14])(=[NH:9])[C:3]1[CH:8]=[CH:7][CH:6]=[CH:5][CH:4]=1 |f:0.1,4.5|. Procedure details: To benzimidoylaminoacetic acid hydrochloride (2.2 g., 10 m moles) in 40 ml. of dry methylene chloride is added 2.5 g. (12 m moles) of phosphorous pentachloride, and the reaction mixture allowed to stir overnight at room temperature. The product is filtered, washed successively with methylene chloride (50 ml.), chloroform 2 × 75 ml.) and hexane (50 ml.) and dried in vacuo, 2.5 g. (99% yield). Starting materials: COC[C@H]1CN(C(O1)=O)C1=COC2=C1C=CC(=C2)C=CC[C@H](C(F)(F)F)O ((R,R)-5-(Methoxymethyl)-3-[6-(5,5,5-trifluoro-4-hydroxypent-1-enyl)benzofuran-3-yl]oxazolidin-2-one). Reagents/catalysts: [Pd] (palladium-on-charcoal). Run in C(C)O (ethanol). Reaction conditions: time 18 hour. Product: COC[C@H]1CN(C(O1)=O)C1=COC2=C1C=CC(=C2)CCC[C@H](C(F)(F)F)O ((R,R)-5-(Methoxymethyl)-3-[6-(5,5,5-trifluoro-4-hydroxypentyl)benzofuran-3-yl]oxazolidin-2-one). Reaction SMILES: [CH3:1][O:2][CH2:3][C@@H:4]1[O:8][C:7](=[O:9])[N:6]([C:10]2[C:14]3[CH:15]=[CH:16][C:17]([CH:19]=[CH:20][CH2:21][C@@H:22]([OH:27])[C:23]([F:26])([F:25])[F:24])=[CH:18][C:13]=3[O:12][CH:11]=2)[CH2:5]1>C(O)C.[Pd]>[CH3:1][O:2][CH2:3][C@@H:4]1[O:8][C:7](=[O:9])[N:6]([C:10]2[C:14]3[CH:15]=[CH:16][C:17]([CH2:19][CH2:20][CH2:21][C@@H:22]([OH:27])[C:23]([F:24])([F:25])[F:26])=[CH:18][C:13]=3[O:12][CH:11]=2)[CH2:5]1. Reported procedure: 0.05 g of palladium-on-charcoal is added to a solution in 8.5 ml of ethanol of 0.26 g (0.67 mmol) of (R,R)-5-(methoxymethyl)-3-[6-(5,5,5-trifluoro-4-hydroxypent-1-enyl)benzofuran-3-yl]oxazolidin-2-one obtained in Example 8. The mixture is placed under a hydrogen atmosphere for 18 hours, the palladium-on-charcoal is removed by filtration and the filtrate is concentrated under reduced pressure. The product is then purifiedtran by chromatography on silica gel with a 60/40 mixture of cyclohexane and... Starting materials: CN(C)c1ccncc1, NC(=O)c1cc(Cl)ccc1O, COc1cc2nccc(Cl)c2cc1OC, Clc1ccccc1Cl. Product: COc1cc2nccc(Oc3ccc(Cl)cc3C(N)=O)c2cc1OC. Reaction SMILES: [CH3:27][N:28]([CH3:29])[c:30]1[cH:31][cH:32][n:33][cH:34][cH:35]1.[Cl:16][c:17]1[cH:18][cH:19][c:20]([OH:26])[c:21]([C:22](=[O:23])[NH2:24])[cH:25]1.[Cl:1][c:2]1[cH:3][cH:4][n:5][c:6]2[cH:7][c:8]([O:14][CH3:15])[c:9]([O:12][CH3:13])[cH:10][c:11]12.[Cl:36][c:37]1[cH:38][cH:39][cH:40][cH:41][c:42]1[Cl:43]>>[c:2]1([O:26][c:20]2[cH:19][cH:18][c:17]([Cl:16])[cH:25][c:21]2[C:22](=[O:23])[NH2:24])[cH:3][cH:4][n:5][c:6]2[cH:7][c:8]([O:14][CH3:15])[c:9]([O:12][CH3:13])[cH:10][c:11]12.